Dataset: the Open Reaction Database (ORD), a public repository of structured organic reaction records. Task: describe an organic reaction: reactants, conditions, products, and yield As a reaction SMILES: [Br:60][c:61]1[c:62]([F:71])[cH:63][c:64]([C:65](=[O:66])[O:67][CH3:68])[cH:69][cH:70]1.[C:54](=[O:55])([O-:56])[O-:57].[CH3:1][N:2]1[CH2:3][CH2:4][NH:5][CH2:6][CH2:7]1.[CH3:72][c:73]1[cH:74][cH:75][cH:76][cH:77][cH:78]1.[Cs+:58].[Cs+:59].[cH:8]1[cH:9][cH:10][c:11]([P:12]([c:13]2[cH:14][cH:15][c:16]3[c:17]([cH:18][cH:19][cH:20][cH:21]3)[c:22]2-[c:23]2[c:24]3[c:25]([cH:26][cH:27][cH:28][cH:29]3)[cH:30][cH:31][c:32]2[P:33]([c:34]2[cH:35][cH:36][cH:37][cH:38][cH:39]2)[c:40]2[cH:41][cH:42][cH:43][cH:44][cH:45]2)[c:46]2[cH:47][cH:48][cH:49][cH:50][cH:51]2)[cH:52][cH:53]1>>[CH3:1][N:2]1[CH2:3][CH2:4][N:5]([c:61]2[c:62]([F:71])[cH:63][c:64]([C:65](=[O:66])[O:67][CH3:68])[cH:69][cH:70]2)[CH2:6][CH2:7]1. The product is COC(=O)c1ccc(N2CCN(C)CC2)c(F)c1. Reactants: COC(=O)c1ccc(Br)c(F)c1, O=C([O-])[O-], CN1CCNCC1, Cc1ccccc1, [Cs+], [Cs+], c1ccc(P(c2ccccc2)c2ccc3ccccc3c2-c2c(P(c3ccccc3)c3ccccc3)ccc3ccccc23)cc1. Reactants: C(C)(C)[N-]C(C)C.[Li+] (lithium diisopropylamide), C(C)C(CC=1OC2=C(N1)C=C(C=C2)CC(=O)OC)(C)CC (methyl [2-(2,2-diethylpropyl)benzoxazol-5-yl]acetate), C1=CC=C(C=C1)S(=O)(=O)N(F)S(=O)(=O)C2=CC=CC=C2 (N-fluorobenzenesulfonimide). Run in O1CCCC1 (tetrahydrofuran), O1CCCC1 (tetrahydrofuran). Run at temperature -78 celsius, time 1 hour. The product is CC(CC=1OC2=C(N1)C=C(C=C2)C(C(=O)OC)F)(C)C (methyl [2-(2,2-dimethylpropyl)benzoxazol-5-yl]fluoroacetate). Isolated yield 65.1%. As a reaction SMILES: C([N-]C(C)C)(C)C.[Li+].[CH2:9]([C:11]([CH2:28]C)([CH3:27])[CH2:12][C:13]1[O:14][C:15]2[CH:21]=[CH:20][C:19]([CH2:22][C:23]([O:25][CH3:26])=[O:24])=[CH:18][C:16]=2[N:17]=1)C.C1C=CC(S(N(S(C2C=CC=CC=2)(=O)=O)[F:40])(=O)=O)=CC=1>O1CCCC1>[CH3:9][C:11]([CH3:28])([CH3:27])[CH2:12][C:13]1[O:14][C:15]2[CH:21]=[CH:20][C:19]([CH:22]([F:40])[C:23]([O:25][CH3:26])=[O:24])=[CH:18][C:16]=2[N:17]=1 |f:0.1|. Reported procedure: A solution of lithium diisopropylamide (2.0M solution in tetrahydrofuran/ethylbenzene/heptane, 3.85 ml, 0.0077 mol) was added dropwise to a solution of methyl [2-(2,2-diethylpropyl)benzoxazol-5-yl]acetate (2.0 g, 0.0077 mol) in tetrahydrofuran (40 ml) at −78° C. under a nitrogen atmosphere and the mixture was stirred at −78° C. for 1 hour. A solution of N-fluorobenzenesulfonimide (2.42 g, 0.0077 mol) in tetrahydrofuran (10 ml) was added dropwise and the mixture was stirred at −70° C. for a furth... The product is CC(C(=O)Nc1ccccc1)(C(=O)Nc1ccccc1)c1ccc(C(=O)Nc2ccccc2N)cc1. RXN SMILES: [Cl:51][CH2:52][Cl:53].[NH:1]([c:2]1[cH:3][cH:4][cH:5][cH:6][cH:7]1)[C:8]([C:9]([CH3:10])([C:11](=[O:12])[NH:13][c:14]1[cH:15][cH:16][cH:17][cH:18][cH:19]1)[c:20]1[cH:21][cH:22][c:23]([C:24](=[O:25])[NH:26][c:27]2[c:28]([NH:33][C:34](=[O:35])[O:36][C:37]([CH3:38])([CH3:39])[CH3:40])[cH:29][cH:30][cH:31][cH:32]2)[cH:41][cH:42]1)=[O:43].[OH:44][C:45]([C:46]([F:47])([F:48])[F:49])=[O:50]>>[NH:1]([c:2]1[cH:3][cH:4][cH:5][cH:6][cH:7]1)[C:8]([C:9]([CH3:10])([C:11](=[O:12])[NH:13][c:14]1[cH:15][cH:16][cH:17][cH:18][cH:19]1)[c:20]1[cH:21][cH:22][c:23]([C:24](=[O:25])[NH:26][c:27]2[c:28]([NH2:33])[cH:29][cH:30][cH:31][cH:32]2)[cH:41][cH:42]1)=[O:43]. Reactants: ClCCl, CC(C)(C)OC(=O)Nc1ccccc1NC(=O)c1ccc(C(C)(C(=O)Nc2ccccc2)C(=O)Nc2ccccc2)cc1, O=C(O)C(F)(F)F. Reactants: C(C)(C)(C)OC(=O)N1CCN(CC1)C1=NC=CN=C1C1=CC=C(C=C1)COC (3′-(4-methoxymethyl-phenyl)-2,3,5,6-tetrahydro-[1,2′]bipyrazinyl-4-carboxylic acid tert-butyl ester), Cl (HCl). Solvent: O1CCOCC1 (dioxane), O1CCOCC1 (1,4-dioxane). Product: Cl.Cl.COCC1=CC=C(C=C1)C=1C(=NC=CN1)N1CCNCC1 (3′-(4-methoxymethyl-phenyl)-3,4,5,6-tetrahydro-2H-[1,2′]bipyrazinyl dihydrochloride). Isolated yield 80.0%. RXN SMILES: C(OC([N:8]1[CH2:13][CH2:12][N:11]([C:14]2[C:19]([C:20]3[CH:25]=[CH:24][C:23]([CH2:26][O:27][CH3:28])=[CH:22][CH:21]=3)=[N:18][CH:17]=[CH:16][N:15]=2)[CH2:10][CH2:9]1)=O)(C)(C)C.[ClH:29]>O1CCOCC1>[ClH:29].[ClH:29].[CH3:28][O:27][CH2:26][C:23]1[CH:24]=[CH:25][C:20]([C:19]2[C:14]([N:11]3[CH2:12][CH2:13][NH:8][CH2:9][CH2:10]3)=[N:15][CH:16]=[CH:17][N:18]=2)=[CH:21][CH:22]=1 |f:3.4.5|. Procedure details: Suspend 3′-(4-methoxymethyl-phenyl)-2,3,5,6-tetrahydro-[1,2′]bipyrazinyl-4-carboxylic acid tert-butyl ester (1.3 g, 3.26 mmol) in 1,4-dioxane (10 mL). Add HCl in dioxane (4 M, 10 mL), stir for 2 hr. then filter off the yellow solid. Wash with dioxane then diethyl ether to give 3′-(4-methoxymethyl-phenyl)-3,4,5,6-tetrahydro-2H-[1,2′]bipyrazinyl dihydrochloride as yellow solid (935 mg, 80%). MS (ES): m/z=285 [M+H]+. The reactants are CCO, Cc1csc(C(=O)O)n1, CCOC(C)=O, C1CCC(NC2CCCCC2)CC1, O, O=S(Cl)Cl. Yields the product Cc1csc(C(O)=S)n1, C1CCC(NC2CCCCC2)CC1. Reaction SMILES: [CH3:14][CH2:15][OH:16].[CH3:1][c:2]1[n:3][c:4]([C:7](=[O:8])[OH:9])[s:5][cH:6]1.[CH3:30][CH2:31][O:32][C:33](=[O:34])[CH3:35].[CH:17]1([NH:23][CH:24]2[CH2:25][CH2:26][CH2:27][CH2:28][CH2:29]2)[CH2:18][CH2:19][CH2:20][CH2:21][CH2:22]1.[OH2:36].[S:10]([Cl:11])([Cl:12])=[O:13]>>[CH3:1][c:2]1[n:3][c:4]([C:7]([OH:9])=[S:10])[s:5][cH:6]1.[CH:17]1([NH:23][CH:24]2[CH2:25][CH2:26][CH2:27][CH2:28][CH2:29]2)[CH2:18][CH2:19][CH2:20][CH2:21][CH2:22]1.